This data is from the Open Reaction Database (ORD), a public repository of structured organic reaction records. The task is: describe an organic reaction: reactants, conditions, products, and yield The reactants are CC1=NC=CC=C1C (2,3-dimethylpyridine), ClC1=CC(=CC=C1)C(=O)OO (Metachloroperbenzoic acid), S(=O)([O-])[O-].[Na+].[Na+] (sodium sulfite). Run in C(Cl)Cl (methylene chloride). Run at temperature 0 celsius, time 3 day. Yields the product CC1=[N+](C=CC=C1C)[O-] (2,3-Dimethylpyridine N-oxide). Yield: 50.1%. Reaction SMILES: [CH3:1][C:2]1[C:7]([CH3:8])=[CH:6][CH:5]=[CH:4][N:3]=1.ClC1C=CC=C(C(OO)=[O:17])C=1.S([O-])([O-])=O.[Na+].[Na+]>C(Cl)Cl>[CH3:1][C:2]1[C:7]([CH3:8])=[CH:6][CH:5]=[CH:4][N+:3]=1[O-:17] |f:2.3.4|. Procedure details: In methylene chloride (200 ml) was dissolved 2,3-dimethylpyridine (9.50 g) and the resulting solution was. cooled to 0° C. Metachloroperbenzoic acid (21.9 g) was added to the reaction mixture, followed by heating to room temperature. Stirring was conducted for 3 days. An aqueous solution of sodium sulfite was added and the resulting mixture was separated using methylene chloride (200 ml). The organic layer was dried over anhydrous magnesium sulfate, the filtrate was concentrated and the concentr... The product is C(C=C)NS(=O)(=O)C=1C=C(C(=O)O)C=CC1 (3-(N-allylsulfamoyl)benzoic acid). Conditions: time 16 hour. Starting materials: ClS(=O)(=O)C=1C=C(C(=O)O)C=CC1 (3-(chlorosulfonyl)benzoic acid), C(C=C)N (allylamine), [OH-].[Na+] (NaOH). Yield: 95.1%. Procedure: To a solution of 3-(chlorosulfonyl)benzoic acid (5 g, 22.66 mmol) in THF (50.4 mL) at 0° C. was added allylamine (2.038 mL, 27.2 mmol) followed by NaOH (1N aqueous) (49.9 mL, 49.9 mmol). The mixture was allowed to warm to RT over 1 hour and stirred an additional 16 hours. The mixture was diluted with 1N HCl (250 mL), and the aqeuous layer was extracted with EtOAc (300 mL). The organic layer was dried over sodium sulfate and concentrated to dryness to afford 3-(N-allylsulfamoyl)benzoic acid as wh... As a reaction SMILES: Cl[S:2]([C:5]1[CH:6]=[C:7]([CH:11]=[CH:12][CH:13]=1)[C:8]([OH:10])=[O:9])(=[O:4])=[O:3].[CH2:14]([NH2:17])[CH:15]=[CH2:16].[OH-].[Na+]>C1COCC1.Cl>[CH2:14]([NH:17][S:2]([C:5]1[CH:6]=[C:7]([CH:11]=[CH:12][CH:13]=1)[C:8]([OH:10])=[O:9])(=[O:4])=[O:3])[CH:15]=[CH2:16] |f:2.3|. Run in Cl (HCl), C1CCOC1 (THF). Starting materials: F[C@@H]1[C@@H]2C=3C=CC(=CC3C[C@H]([C@H]2[C@@H]2CCC([C@@]2(C)C1)=O)CCCCCN1C(CCC1)CSCCCC(C(F)(F)F)(F)F)O (11β-fluoro-3-hydroxy-7α-{5-[2-(4,4,5,5,5-pentafluoropentylthiomethyl)-pyrrolidin-1-yl]-pentyl}-estra-1,3,5(10)-trien-17-one), [BH4-].[Na+] (sodium borohydride). The solvent is O1CCCC1 (tetrahydrofuran), C(C)O (ethanol), O (water), O (water). Conditions: time 0.5 hour. Yields the product F[C@@H]1[C@@H]2C=3C=CC(=CC3C[C@H]([C@H]2[C@@H]2CC[C@@H]([C@@]2(C)C1)O)CCCCCN1C(CCC1)CSCCCC(C(F)(F)F)(F)F)O (11β-fluoro-7α-{5-[2-(4,4,5,5,5-pentafluoropentylthiomethyl)-pyrrolidin-1-yl]-pentyl}-estra-1,3,5(10)-triene-3,17β-diol). The yield is 88.0%. As a reaction SMILES: [F:1][C@H:2]1[CH2:19][C@@:17]2([CH3:18])[C@@H:13]([CH2:14][CH2:15][C:16]2=[O:20])[C@H:12]2[C@H:3]1[C:4]1[CH:5]=[CH:6][C:7]([OH:43])=[CH:8][C:9]=1[CH2:10][C@H:11]2[CH2:21][CH2:22][CH2:23][CH2:24][CH2:25][N:26]1[CH2:30][CH2:29][CH2:28][CH:27]1[CH2:31][S:32][CH2:33][CH2:34][CH2:35][C:36]([F:42])([F:41])[C:37]([F:40])([F:39])[F:38].[BH4-].[Na+]>O1CCCC1.C(O)C.O>[F:1][C@H:2]1[CH2:19][C@@:17]2([CH3:18])[C@@H:13]([CH2:14][CH2:15][C@@H:16]2[OH:20])[C@H:12]2[C@H:3]1[C:4]1[CH:5]=[CH:6][C:7]([OH:43])=[CH:8][C:9]=1[CH2:10][C@H:11]2[CH2:21][CH2:22][CH2:23][CH2:24][CH2:25][N:26]1[CH2:30][CH2:29][CH2:28][CH:27]1[CH2:31][S:32][CH2:33][CH2:34][CH2:35][C:36]([F:42])([F:41])[C:37]([F:38])([F:39])[F:40] |f:1.2|. Procedure details: 500 mg of 11β-fluoro-3-hydroxy-7α-{5-[2-(4,4,5,5,5-pentafluoropentylthiomethyl)-pyrrolidin-1-yl]-pentyl}-estra-1,3,5(10)-trien-17-one in 5 ml of tetrahydrofuran, 2.75 ml of ethanol and 1.1 ml of water, and 100 mg of sodium borohydride is added at a bath temperature of 0° C., and it is stirred for 0.5 hour at room temperature. Then, it is added to water, extracted 3 times with ethyl acetate, washed neutral with saturated common salt solution, dried on sodium sulfate, concentrated by evaporation i...